Dataset: the Open Reaction Database (ORD), a public repository of structured organic reaction records. Task: describe an organic reaction: reactants, conditions, products, and yield Starting materials: BrCC(=O)C1=C(N=C(S1)NC(C)=O)C (N-[5-(2-bromo-acetyl)-4-methyl-thiazol-2-yl]-acetamide), FC(C1(CC1)C(N)=S)(F)F (1-trifluoromethyl-cyclopropanecarbothioic acid amide). The reagents and catalysts are [OH-].[O-2].[P-3].[Mo] (ammoniumphosphomolybdate). Solvent: CO (MeOH). Run at time 18 hour. Yields the product CC=1N=C(SC1C=1N=C(SC1)C1(CC1)C(F)(F)F)NC(C)=O (N-[4′-Methyl-2-(1-trifluoromethyl-cyclopropyl)-[4,5′]bithiazolyl-2′-yl]-acetamide). As a reaction SMILES: Br[CH2:2][C:3]([C:5]1[S:9][C:8]([NH:10][C:11](=[O:13])[CH3:12])=[N:7][C:6]=1[CH3:14])=O.[F:15][C:16]([F:24])([F:23])[C:17]1([C:20](=[S:22])[NH2:21])[CH2:19][CH2:18]1>CO.[OH-].[O-2].[P-3].[Mo]>[CH3:14][C:6]1[N:7]=[C:8]([NH:10][C:11](=[O:13])[CH3:12])[S:9][C:5]=1[C:3]1[N:21]=[C:20]([C:17]2([C:16]([F:24])([F:23])[F:15])[CH2:19][CH2:18]2)[S:22][CH:2]=1 |f:3.4.5.6|. Procedure details: To a solution of N-[5-(2-bromo-acetyl)-4-methyl-thiazol-2-yl]-acetamide (0.29 g, prepared as described in WO 2005/068444) in MeOH (15 mL) at rt was added 1-trifluoromethyl-cyclopropanecarbothioic acid amide [871913-36-9] (0.20 g) and ammoniumphosphomolybdate (0.15 g). After stirring 18 h at rt, the reaction mixture was partitioned between EtOAc and water, the organic layers dried over Na2SO4 and evaporated to give the crude product. Purification by flash chromatography with an eluent of 1% MeOH ... Reactants: N-Butyl lithium, CC(C(=O)NC1=NC=C(C=C1)C1=CC=CC=C1)(C)C (2,2-dimethyl-N-(5-phenylpyridin-2-yl)propanamide), CN(C=O)C (N,N-dimethylformamide). The solvent is C1CCOC1 (THF). Run at temperature 0 celsius, time 2 hour. Yields the product C(=O)C=1C(=NC=C(C1)C1=CC=CC=C1)NC(C(C)(C)C)=O (N-(3-formyl-5-phenylpyridin-2-yl)-2,2-dimethylpropanamide). Isolated yield 67.4%. Reaction SMILES: [CH3:1][C:2]([CH3:19])([CH3:18])[C:3]([NH:5][C:6]1[CH:11]=[CH:10][C:9]([C:12]2[CH:17]=[CH:16][CH:15]=[CH:14][CH:13]=2)=[CH:8][N:7]=1)=[O:4].CN(C)[CH:22]=[O:23]>C1COCC1>[CH:22]([C:11]1[C:6]([NH:5][C:3](=[O:4])[C:2]([CH3:19])([CH3:18])[CH3:1])=[N:7][CH:8]=[C:9]([C:12]2[CH:17]=[CH:16][CH:15]=[CH:14][CH:13]=2)[CH:10]=1)=[O:23]. Procedure: 2,2-dimethyl-N-(5-phenylpyridin-2-yl)propanamide (2.5 g, 9.83 mmol) was dissolved in 80 mL of dry THF and cooled to 0° C. N-Butyl lithium (2.5 M in hexanes) (9.8 mL, 24.57 mmol) was added slowly. The reaction mixture was stirred at 0° C. for 2 hours and then N,N-dimethylformamide (3.6 g, 49.15 mmol) was added. The reaction mixture was removed from the cold bath and allowed to warm to room temperature. After 30 minutes the reaction was quenched with water. The mixture was extracted with EtOAc and... Reactants: C(C(C)C)(=O)Cl (Isobutyryl chloride), NC1=C2C=CC=C(C2=CC=C1)S(=O)(=O)NC1=C(C(=NO1)C)C (5-Amino-N-(3,4-dimethyl-5-isoxazolyl)-1-naphthalenesulfonamide), C(O)([O-])=O.[Na+] (sodium hydrogen carbonate), C(O)([O-])=O.[Na+] (sodium hydrogen carbonate). Run in N1=CC=CC=C1 (pyridine), CC(=O)C (acetone). Reaction conditions: time 2.5 hour. Yields the product CC1=NOC(=C1C)NS(=O)(=O)C1=C2C=CC=C(C2=CC=C1)NC(C(C)C)=O (N-[5-[[(3,4-Dimethyl-5-isoxazolyl)amino]sulfonyl]-1-naphthalenyl]-2-methylpropanamide). The yield is 51.0%. As a reaction SMILES: [C:1](Cl)(=[O:5])[CH:2]([CH3:4])[CH3:3].[NH2:7][C:8]1[CH:17]=[CH:16][CH:15]=[C:14]2[C:9]=1[CH:10]=[CH:11][CH:12]=[C:13]2[S:18]([NH:21][C:22]1[O:26][N:25]=[C:24]([CH3:27])[C:23]=1[CH3:28])(=[O:20])=[O:19].C(=O)([O-])O.[Na+]>N1C=CC=CC=1.CC(C)=O>[CH3:27][C:24]1[C:23]([CH3:28])=[C:22]([NH:21][S:18]([C:13]2[CH:12]=[CH:11][CH:10]=[C:9]3[C:14]=2[CH:15]=[CH:16][CH:17]=[C:8]3[NH:7][C:1](=[O:5])[CH:2]([CH3:4])[CH3:3])(=[O:20])=[O:19])[O:26][N:25]=1 |f:2.3|. Procedure: Isobutyryl chloride (0.144 mL, 1.38 mmol) was added dropwise to a solution of Example 3 (0.350 g, 1.10 mmol) in pyridine (1 mL) and acetone (7 mL). The mixture was stirred for 2.5 hours and the acetone was removed under vacuum to leave a thick brown residue, which was added dropwise to half-saturated sodium hydrogen carbonate (30 mL). The pH of the resulting mixture was adjusted to 8-8.5 with saturated sodium hydrogen carbonate. The crude product was precipitated by acidifying the solution to pH... The reactants are CCOC(=O)C1CN(S(C)(=O)=O)CC1C(=O)Nc1ccc(-n2ccccc2=O)cc1F, C1COCCO1, O. Yields the product CS(=O)(=O)N1CC(C(=O)O)C(C(=O)Nc2ccc(-n3ccccc3=O)cc2F)C1. As a reaction SMILES: [CH2:1]([CH3:2])[O:3][C:4](=[O:5])[CH:6]1[CH2:7][N:8]([S:28](=[O:29])(=[O:30])[CH3:31])[CH2:9][CH:10]1[C:11]([NH:12][c:13]1[c:14]([F:26])[cH:15][c:16](-[n:19]2[c:20](=[O:25])[cH:21][cH:22][cH:23][cH:24]2)[cH:17][cH:18]1)=[O:27].[O:33]1[CH2:34][CH2:35][O:36][CH2:37][CH2:38]1.[OH2:32]>>[O:3]=[C:4]([OH:5])[CH:6]1[CH2:7][N:8]([S:28](=[O:29])(=[O:30])[CH3:31])[CH2:9][CH:10]1[C:11]([NH:12][c:13]1[c:14]([F:26])[cH:15][c:16](-[n:19]2[c:20](=[O:25])[cH:21][cH:22][cH:23][cH:24]2)[cH:17][cH:18]1)=[O:27].